This data is from the Open Reaction Database (ORD), a public repository of structured organic reaction records. The task is: describe an organic reaction: reactants, conditions, products, and yield Starting materials: CCO, CCOC(=O)C1=Cc2cc(-c3ccc(C(F)(F)F)cc3)ccc2OCC1, [Na+], C1CCOC1, [OH-]. Product: O=C(O)C1=Cc2cc(-c3ccc(C(F)(F)F)cc3)ccc2OCC1. As a reaction SMILES: [CH2:29]([OH:30])[CH3:31].[F:1][C:2]([c:3]1[cH:4][cH:5][c:6](-[c:9]2[cH:10][cH:11][c:12]3[c:13]([cH:24]2)[CH:14]=[C:15]([C:19](=[O:20])[O:21][CH2:22][CH3:23])[CH2:16][CH2:17][O:18]3)[cH:7][cH:8]1)([F:25])[F:26].[Na+:28].[O:32]1[CH2:33][CH2:34][CH2:35][CH2:36]1.[OH-:27]>>[F:1][C:2]([c:3]1[cH:4][cH:5][c:6](-[c:9]2[cH:10][cH:11][c:12]3[c:13]([cH:24]2)[CH:14]=[C:15]([C:19](=[O:20])[OH:21])[CH2:16][CH2:17][O:18]3)[cH:7][cH:8]1)([F:25])[F:26]. Reactants: NC[C@@H]1[C@H]2CC(C[C@H]2CN1C(=O)C=1N=C(SC1C=1C=C(C=CC1)C)C)(F)F ((1S,2S,5R)-(2-aminomethyl-7,7-difluoro-3-aza-bicyclo[3.3.0]-oct-3-yl)-(2-methyl-5-m-tolyl-thiazol-4-yl)-methanone), CN1N=C(C2=CC=CC=C12)C(=O)O (1-methyl-1H-indazole-3-carboxylic acid). Product: FC1(C[C@H]2CN([C@@H]([C@H]2C1)CNC(=O)C1=NN(C2=CC=CC=C12)C)C(=O)C=1N=C(SC1C=1C=C(C=CC1)C)C)F (1-Methyl-1H-indazole-3-carboxylic acid-(1S,2S,5R)-[7,7-difluoro-3-(2-methyl-5-m-tolyl-thiazole-4-carbonyl)-3-aza-bicyclo[3.3.0]oct-2-ylmethyl]-amide). RXN SMILES: [NH2:1][CH2:2][C@H:3]1[N:10]([C:11]([C:13]2[N:14]=[C:15]([CH3:25])[S:16][C:17]=2[C:18]2[CH:19]=[C:20]([CH3:24])[CH:21]=[CH:22][CH:23]=2)=[O:12])[CH2:9][C@H:8]2[C@@H:4]1[CH2:5][C:6]([F:27])([F:26])[CH2:7]2.[CH3:28][N:29]1[C:37]2[C:32](=[CH:33][CH:34]=[CH:35][CH:36]=2)[C:31]([C:38](O)=[O:39])=[N:30]1>>[F:26][C:6]1([F:27])[CH2:5][C@H:4]2[C@H:8]([CH2:9][N:10]([C:11]([C:13]3[N:14]=[C:15]([CH3:25])[S:16][C:17]=3[C:18]3[CH:19]=[C:20]([CH3:24])[CH:21]=[CH:22][CH:23]=3)=[O:12])[C@@H:3]2[CH2:2][NH:1][C:38]([C:31]2[C:32]3[C:37](=[CH:36][CH:35]=[CH:34][CH:33]=3)[N:29]([CH3:28])[N:30]=2)=[O:39])[CH2:7]1. Procedure: prepared by reaction of (1S,2S,5R)-(2-aminomethyl-7,7-difluoro-3-aza-bicyclo[3.3.0]-oct-3-yl)-(2-methyl-5-m-tolyl-thiazol-4-yl)-methanone with 1-methyl-1H-indazole-3-carboxylic acid. Starting materials: O=S1(N(CCC1)C1=C(C(=O)O)C=CC(=C1)N1S(CCC1)(=O)=O)=O (2,4-bis(1,1-dioxo-1λ6-isothiazolidin-2-yl)benzoic acid), Cl.C1(CC1)C=1C=C(C(=NC1)N1CCNCC1)C (1-(5-cyclopropyl-3-methylpyridin-2-yl)piperazine hydrochloride). Product: O=S1(N(CCC1)C1=C(C=CC(=C1)N1S(CCC1)(=O)=O)C(=O)N1CCN(CC1)C1=NC=C(C=C1C)C1CC1)=O ([2,4-bis(1,1-dioxo-1λ6-isothiazolidin-2-yl)phenyl][4-(5-cyclopropyl-3-methylpyridin-2-yl)piperazin-1-yl]methanone). The yield is 37.0%. Reaction SMILES: [O:1]=[S:2]1(=[O:23])[CH2:6][CH2:5][CH2:4][N:3]1[C:7]1[CH:15]=[C:14]([N:16]2[CH2:20][CH2:19][CH2:18][S:17]2(=[O:22])=[O:21])[CH:13]=[CH:12][C:8]=1[C:9](O)=[O:10].Cl.[CH:25]1([C:28]2[CH:29]=[C:30]([CH3:40])[C:31]([N:34]3[CH2:39][CH2:38][NH:37][CH2:36][CH2:35]3)=[N:32][CH:33]=2)[CH2:27][CH2:26]1>>[O:23]=[S:2]1(=[O:1])[CH2:6][CH2:5][CH2:4][N:3]1[C:7]1[CH:15]=[C:14]([N:16]2[CH2:20][CH2:19][CH2:18][S:17]2(=[O:21])=[O:22])[CH:13]=[CH:12][C:8]=1[C:9]([N:37]1[CH2:36][CH2:35][N:34]([C:31]2[C:30]([CH3:40])=[CH:29][C:28]([CH:25]3[CH2:27][CH2:26]3)=[CH:33][N:32]=2)[CH2:39][CH2:38]1)=[O:10] |f:1.2|. Procedure details: Using 2,4-bis(1,1-dioxo-1λ6-isothiazolidin-2-yl)benzoic acid (200 mg) described in Preparation Example 34 and 1-(5-cyclopropyl-3-methylpyridin-2-yl)piperazine hydrochloride (141 mg) described in Preparation Example 82 and by the reaction and treatment in the same manner as in Example 86, the title compound (115 mg) was obtained.